This data is from the Open Reaction Database (ORD), a public repository of structured organic reaction records. The task is: describe an organic reaction: reactants, conditions, products, and yield Reactants: Nc1ccc(-c2nc(N3CC4CCC(C3)O4)c3cnn(CC(F)(F)F)c3n2)cc1, C1CC2CNCC1O2, Cl, O=[N+]([O-])c1ccc(-c2nc(N3C4COCC3COC4)c3cnn(CC(F)(F)F)c3n2)cc1. Product: Nc1ccc(-c2nc(N3C4COCC3COC4)c3cnn(CC(F)(F)F)c3n2)cc1. Reaction SMILES: [CH:33]12[O:34][CH:35]([CH2:36][CH2:37]1)[CH2:38][N:39]([c:40]1[n:41][c:42](-[c:43]3[cH:44][cH:45][c:46]([NH2:47])[cH:48][cH:49]3)[n:50][c:51]3[n:52]([CH2:53][C:54]([F:55])([F:56])[F:57])[n:58][cH:59][c:60]13)[CH2:61]2.[CH:63]12[O:64][CH:65]([CH2:66][CH2:67]1)[CH2:68][NH:69][CH2:70]2.[ClH:62].[N+:1]([O-:2])(=[O:3])[c:4]1[cH:5][cH:6][c:7](-[c:10]2[n:11][c:12]([N:24]3[CH:25]4[CH2:26][O:27][CH2:28][CH:29]3[CH2:30][O:31][CH2:32]4)[c:13]3[c:14]([n:15]2)[n:16]([CH2:19][C:20]([F:21])([F:22])[F:23])[n:17][cH:18]3)[cH:8][cH:9]1>>[NH2:1][c:4]1[cH:5][cH:6][c:7](-[c:10]2[n:11][c:12]([N:24]3[CH:25]4[CH2:26][O:27][CH2:28][CH:29]3[CH2:30][O:31][CH2:32]4)[c:13]3[c:14]([n:15]2)[n:16]([CH2:19][C:20]([F:21])([F:22])[F:23])[n:17][cH:18]3)[cH:8][cH:9]1. Starting materials: CC(=O)[O-], CC(=O)[O-], O=C([O-])[O-], CCOC(C)=O, Cc1ccccc1, CC(C)c1cc(C(C)C)c(-c2ccccc2P(C2CCCCC2)C2CCCCC2)c(C(C)C)c1, Cl, [Cs+], [Cs+], Fc1ccccc1I, CC(C)(C)OC(=O)c1ccc(CCc2ccccc2)cc1N, O=C(C=Cc1ccccc1)C=Cc1ccccc1, O=C(C=Cc1ccccc1)C=Cc1ccccc1, O=C(C=Cc1ccccc1)C=Cc1ccccc1, [Pd+2], [Pd], [Pd]. Yields the product CC(C)(C)OC(=O)c1ccc(CCc2ccccc2)cc1Nc1ccccc1F. As a reaction SMILES: [C:128]([O-:129])(=[O:130])[CH3:131].[C:133]([O-:134])(=[O:135])[CH3:136].[C:65](=[O:66])([O-:67])[O-:68].[CH3:137][CH2:138][O:139][C:140](=[O:141])[CH3:142].[CH3:143][c:144]1[cH:145][cH:146][cH:147][cH:148][cH:149]1.[CH:9]1([P:10]([CH:11]2[CH2:12][CH2:13][CH2:14][CH2:15][CH2:16]2)[c:17]2[cH:18][cH:19][cH:20][cH:21][c:22]2-[c:23]2[c:24]([CH:25]([CH3:26])[CH3:27])[cH:28][c:29]([CH:30]([CH3:31])[CH3:32])[cH:33][c:34]2[CH:35]([CH3:36])[CH3:37])[CH2:38][CH2:39][CH2:40][CH2:41][CH2:42]1.[ClH:71].[Cs+:69].[Cs+:70].[F:1][c:2]1[c:3]([I:8])[cH:4][cH:5][cH:6][cH:7]1.[NH2:43][c:44]1[c:45]([C:46](=[O:47])[O:48][C:49]([CH3:50])([CH3:51])[CH3:52])[cH:53][cH:54][c:55]([CH2:57][CH2:58][c:59]2[cH:60][cH:61][cH:62][cH:63][cH:64]2)[cH:56]1.[O:110]=[C:111]([CH:112]=[CH:113][c:114]1[cH:115][cH:116][cH:117][cH:118][cH:119]1)[CH:120]=[CH:121][c:122]1[cH:123][cH:124][cH:125][cH:126][cH:127]1.[O:74]=[C:75]([CH:76]=[CH:77][c:78]1[cH:79][cH:80][cH:81][cH:82][cH:83]1)[CH:84]=[CH:85][c:86]1[cH:87][cH:88][cH:89][cH:90][cH:91]1.[O:92]=[C:93]([CH:94]=[CH:95][c:96]1[cH:97][cH:98][cH:99][cH:100][cH:101]1)[CH:102]=[CH:103][c:104]1[cH:105][cH:106][cH:107][cH:108][cH:109]1.[Pd+2:132].[Pd:72].[Pd:73]>>[F:1][c:2]1[c:3]([NH:43][c:44]2[c:45]([C:46](=[O:47])[O:48][C:49]([CH3:50])([CH3:51])[CH3:52])[cH:53][cH:54][c:55]([CH2:57][CH2:58][c:59]3[cH:60][cH:61][cH:62][cH:63][cH:64]3)[cH:56]2)[cH:4][cH:5][cH:6][cH:7]1. Starting materials: S(=O)(=O)(Cl)Cl (sulphuryl chloride), C(C)(=O)C1=C(N(C=O)C)C=C(C=C1)Cl (2'-acetyl-5'-chloro-N-methylformanilide), O (Water). Solvent: ClCCl (dichloromethane). Conditions: time 5 minute. Yields the product ClC=1C=CC(=C(N(C=O)C)C1)C(CCl)=O (5'-chloro-2'-(2-chloroacetyl)-N-methylformanilide). As a reaction SMILES: S(Cl)([Cl:4])(=O)=O.[C:6]([C:9]1[CH:18]=[CH:17][C:16]([Cl:19])=[CH:15][C:10]=1[N:11]([CH3:14])[CH:12]=[O:13])(=[O:8])[CH3:7].O>ClCCl>[Cl:19][C:16]1[CH:17]=[CH:18][C:9]([C:6](=[O:8])[CH2:7][Cl:4])=[C:10]([CH:15]=1)[N:11]([CH3:14])[CH:12]=[O:13]. Procedure details: A solution of sulphuryl chloride (9 ml) in dichloromethane (15 ml) was added dropwise to the solution of 2'-acetyl-5'-chloro-N-methylformanilide under nitrogen whilst maintaining the temperature at 0 to Water (40 ml) was then added dropwise whilst maintaining the temperature at 0 to 10°. The mixture was stirred for a further 5 minutes and then the dichloromethane layer was separated and dried over magnesium sulphate to give a solution of 5'-chloro-2'-(2-chloroacetyl)-N-methylformanilide.